Dataset: the Open Reaction Database (ORD), a public repository of structured organic reaction records. Task: describe an organic reaction: reactants, conditions, products, and yield Reactants: COC1=C(C=C2CC(NCC2=C1)(C)C)O[Si](C(C)C)(C(C)C)C(C)C (7-Methoxy-3,3-dimethyl-6-triisopropylsilanyloxy-1,2,3,4-tetrahydro-isoquinoline), TEA, COC=1C=C(C(=O)Cl)C=C(C1OC)OC (3,4,5-trimethoxybenzoyl chloride), O (Water). RXN SMILES: [CH3:1][O:2][C:3]1[CH:12]=[C:11]2[C:6]([CH2:7][C:8]([CH3:14])([CH3:13])[NH:9][CH2:10]2)=[CH:5][C:4]=1[O:15][Si:16]([CH:23]([CH3:25])[CH3:24])([CH:20]([CH3:22])[CH3:21])[CH:17]([CH3:19])[CH3:18].[CH3:26][O:27][C:28]1[CH:29]=[C:30]([CH:34]=[C:35]([O:39][CH3:40])[C:36]=1[O:37][CH3:38])[C:31](Cl)=[O:32].O>C(Cl)Cl>[CH3:1][O:2][C:3]1[CH:12]=[C:11]2[C:6]([CH2:7][C:8]([CH3:13])([CH3:14])[N:9]([C:31]([C:30]3[CH:34]=[C:35]([O:39][CH3:40])[C:36]([O:37][CH3:38])=[C:28]([O:27][CH3:26])[CH:29]=3)=[O:32])[CH2:10]2)=[CH:5][C:4]=1[O:15][Si:16]([CH:23]([CH3:25])[CH3:24])([CH:20]([CH3:22])[CH3:21])[CH:17]([CH3:18])[CH3:19]. Procedure: To a solution of 225 (300 mg, 0.83 mmol) in DCM (5 ml) was added TEA (0.23 ml, 1.65 mmol) and 3,4,5-trimethoxybenzoyl chloride (228 ml, 0.99 mmol). The reaction mixture was stirred at rt for 12 h. Water (10 ml) was added and the aqueous layer was extracted with DCM (3×30 ml). The combined organic phases were washed with sat. aq. NaHCO3 (10 ml) and brine (10 ml), dried (MgSO4) and concentrated in vacuo. Purification (flashmaster: 20 g, gradient elution 100% hex to 100% EtOAc over 25 min) afforded... Yield: 51.8%. Product: COC1=C(C=C2CC(N(CC2=C1)C(=O)C1=CC(=C(C(=C1)OC)OC)OC)(C)C)O[Si](C(C)C)(C(C)C)C(C)C ((7-Methoxy-3,3-dimethyl-6-triisopropylsilanyloxy-3,4-dihydro-1H-isoquinolin-2-yl)-(3,4,5-trimethoxy-phenyl)-methanone). Reaction conditions: time 12 hour. Run in C(Cl)Cl (DCM).